Dataset: the Open Reaction Database (ORD), a public repository of structured organic reaction records. Task: describe an organic reaction: reactants, conditions, products, and yield The reactants are solution, [H-].[Al+3].[Li+].[H-].[H-].[H-] (lithium aluminum hydride), C(C)C=1OC2=C(N1)C=C(C=C2)C(=O)OCC (ethyl (2-ethylbenzoxazol-5-yl)carboxylate), aqueous solution, [Cl-].[NH4+] (ammonium chloride). The solvent is O1CCCC1 (tetrahydrofuran), O1CCCC1 (tetrahydrofuran). Conditions: temperature 0 celsius, time 15 minute. The product is C(C)C=1OC2=C(N1)C=C(C=C2)CO ((2-ethylbenzoxazol-5-yl)methanol). Yield: 62.5%. As a reaction SMILES: [CH2:1]([C:3]1[O:4][C:5]2[CH:11]=[CH:10][C:9]([C:12](OCC)=[O:13])=[CH:8][C:6]=2[N:7]=1)[CH3:2].[H-].[Al+3].[Li+].[H-].[H-].[H-].[Cl-].[NH4+]>O1CCCC1>[CH2:1]([C:3]1[O:4][C:5]2[CH:11]=[CH:10][C:9]([CH2:12][OH:13])=[CH:8][C:6]=2[N:7]=1)[CH3:2] |f:1.2.3.4.5.6,7.8|. Procedure details: A stirred solution of 8.0 grams (0.037 mole) of ethyl (2-ethylbenzoxazol-5-yl)carboxylate in 100 mL of anhydrous tetrahydrofuran was cooled to 0° C., and 20 mL (0.02 mole) of a 1.0 molar solution of lithium aluminum hydride in tetrahydrofuran was added portionwise from a syringe. Upon completion of the addition the reaction mixture was stirred at 0° C. for 15 minutes, then was allowed to warm to ambient temperature, where it stirred for about 18 hours. The reaction mixture was poured into a mixt...